Dataset: the Open Reaction Database (ORD), a public repository of structured organic reaction records. Task: describe an organic reaction: reactants, conditions, products, and yield Starting materials: CN1C(=NC=2C1=NC=CC2)S(=O)(=O)C (3-Methyl-2-(methylsulfonyl)-3H-imidazo[4,5-b]pyridine), ClC=1C=C2C(=NC1)N(C(N2C(C)C)=O)C2=CC=C(C=C2)O (6-chloro-3-(4-hydroxyphenyl)-1-(1-methylethyl)-1,3-dihydro-2H-imidazo[4,5-b]pyridin-2-one), [H-].[Na+] (NaH). Run in CN(C)C=O (DMF), CO (MeOH). Run at temperature 180 celsius. Yields the product ClC=1C=C2C(=NC1)N(C(N2C(C)C)=O)C2=CC=C(C=C2)OC2=NC=1C(=NC=CC1)N2C (6-chloro-1-(1-methylethyl)-3-{4-[(3-methyl-3H-imidazo[4,5-b]pyridin-2-yl)oxy]phenyl}-1,3-dihydro-2H-imidazo[4,5-b]pyridin-2-one). The yield is 58.3%. Reaction SMILES: [CH3:1][N:2]1[C:6]2=[N:7][CH:8]=[CH:9][CH:10]=[C:5]2[N:4]=[C:3]1S(C)(=O)=O.[Cl:15][C:16]1[CH:17]=[C:18]2[N:24]([CH:25]([CH3:27])[CH3:26])[C:23](=[O:28])[N:22]([C:29]3[CH:34]=[CH:33][C:32]([OH:35])=[CH:31][CH:30]=3)[C:19]2=[N:20][CH:21]=1.[H-].[Na+]>CN(C=O)C.CO>[Cl:15][C:16]1[CH:17]=[C:18]2[N:24]([CH:25]([CH3:27])[CH3:26])[C:23](=[O:28])[N:22]([C:29]3[CH:34]=[CH:33][C:32]([O:35][C:3]4[N:2]([CH3:1])[C:6]5=[N:7][CH:8]=[CH:9][CH:10]=[C:5]5[N:4]=4)=[CH:31][CH:30]=3)[C:19]2=[N:20][CH:21]=1 |f:2.3|. Procedure: 3-Methyl-2-(methylsulfonyl)-3H-imidazo[4,5-b]pyridine (100 mg) was added to a solution of 6-chloro-3-(4-hydroxyphenyl)-1-(1-methylethyl)-1,3-dihydro-2H-imidazo[4,5-b]pyridin-2-one (148 mg) and NaH (20.83 mg) in DMF (3 mL) at room temperature. The mixture was heated at 180° C. for 30 min under microwave irradiation. The reaction mixture was diluted with MeOH and concentrated in vacuo. The residue was purified by column chromatography (silica gel, eluted with 0%-50% EtOAc in hexane) to give 6-chlo... Reported procedure: To a mixture of 2-(4-fluoro-phenyl)-9-methanesulfonyl-5-methylene-6,7,8,9-tetrahydro-5H-1-oxa-9,10-diaza-cyclohepta[f]indene-3-carboxylic acid methylamide and 2-(4-fluoro-phenyl)-9-methanesulfonyl-5-methyl-8,9-dihydro-7H-1-oxa-9,10-diaza-cyclohepta[f]indene-3-carboxylic acid methylamide (30 mg) was added solution of BH3.THF in THF (1 M, 0.14 ml, 2 eq.) at 0° C. The mixture was stirred at 5° C. for 16 h. NaOH (10% aq. solution, 2 eq.) and H2O2 (30% aq. solution, 0.030 ml, 4 eq.) were slowly added... Conditions: temperature 5 celsius, time 16 hour. The solvent is CCOC(=O)C (EtOAc). The reactants are [OH-].[Na+] (NaOH), OO (H2O2), CNC(=O)C1=C(OC=2N=C3C(=CC12)C(CCCN3S(=O)(=O)C)=C)C3=CC=C(C=C3)F (2-(4-fluoro-phenyl)-9-methanesulfonyl-5-methylene-6,7,8,9-tetrahydro-5H-1-oxa-9,10-diaza-cyclohepta[f]indene-3-carboxylic acid methylamide), CNC(=O)C1=C(OC=2N=C3C(=CC12)C(=CCCN3S(=O)(=O)C)C)C3=CC=C(C=C3)F (2-(4-fluoro-phenyl)-9-methanesulfonyl-5-methyl-8,9-dihydro-7H-1-oxa-9,10-diaza-cyclohepta[f]indene-3-carboxylic acid methylamide), B.C1CCOC1 (BH3.THF), C1CCOC1 (THF). As a reaction SMILES: [CH3:1][NH:2][C:3]([C:5]1[C:13]2[CH:12]=[C:11]3[C:14](=[CH2:23])[CH2:15][CH2:16][CH2:17][N:18]([S:19]([CH3:22])(=[O:21])=[O:20])[C:10]3=[N:9][C:8]=2[O:7][C:6]=1[C:24]1[CH:29]=[CH:28][C:27]([F:30])=[CH:26][CH:25]=1)=[O:4].CNC(C1C2C=C3C(C)=CCCN(S(C)(=O)=O)C3=NC=2OC=1C1C=CC(F)=CC=1)=[O:34].B.C1COCC1.C1COCC1.[OH-].[Na+].OO>CCOC(C)=O>[CH3:1][NH:2][C:3]([C:5]1[C:13]2[CH:12]=[C:11]3[C:14]([OH:34])([CH3:23])[CH2:15][CH2:16][CH2:17][N:18]([S:19]([CH3:22])(=[O:21])=[O:20])[C:10]3=[N:9][C:8]=2[O:7][C:6]=1[C:24]1[CH:29]=[CH:28][C:27]([F:30])=[CH:26][CH:25]=1)=[O:4] |f:2.3,5.6|. The product is CNC(=O)C1=C(OC=2N=C3C(=CC12)C(CCCN3S(=O)(=O)C)(C)O)C3=CC=C(C=C3)F (2-(4-Fluoro-phenyl)-5-hydroxy-9-methanesulfonyl-5-methyl-6,7,8,9-tetrahydro-5H-1-oxa-9,10-diaza-cyclohepta[f]indene-3-carboxylic acid methylamide). The reactants are CC(C)(C)OC(=O)NCCC(=O)O, Cc1cccc(C)c1OC(=O)CCCNC(=O)OC(C)(C)C, Oc1ccccc1. Yields the product CC(C)(C)OC(=O)NCCC(=O)Oc1ccccc1. RXN SMILES: [C:1]([CH3:2])([CH3:3])([CH3:4])[O:5][C:6](=[O:7])[NH:8][CH2:9][CH2:10][C:11](=[O:12])[OH:13].[C:21]([O:22][C:23]([NH:24][CH2:25][CH2:26][CH2:27][C:28]([O:29][c:30]1[c:31]([CH3:32])[cH:33][cH:34][cH:35][c:36]1[CH3:37])=[O:38])=[O:39])([CH3:40])([CH3:41])[CH3:42].[OH:14][c:15]1[cH:16][cH:17][cH:18][cH:19][cH:20]1>>[C:1]([CH3:2])([CH3:3])([CH3:4])[O:5][C:6](=[O:7])[NH:8][CH2:9][CH2:10][C:11](=[O:12])[O:13][c:15]1[cH:16][cH:17][cH:18][cH:19][cH:20]1. The reactants are C(C1=CC=CC=C1)OC(=O)N1[C@@H](C[C@H](C1)OS(=O)(=O)C)COCC(CC(=O)OC)=O ((2S,4R)-1-benzyloxycarbonyl-2-[{3-(methoxycarbonyl)-2-oxopropyl}oxymethyl]-4-methanesulfonyloxypyrrolidine), [BH4-].[Na+] (sodium borohydride), CC(=O)C (acetone). Run in C(C)O (ethanol). Reaction conditions: time 6 hour. The product is C(C1=CC=CC=C1)OC(=O)N1[C@@H](C[C@H](C1)OS(=O)(=O)C)COCC(CC(=O)OCC)O ((2S,4R)-1-benzyloxycarbonyl-2-[{3-(ethoxycarbonyl)-2-hydroxypropyl}oxymethyl]-4-methanesulfonyloxypyrrolidine). Reaction SMILES: [CH2:1]([O:8][C:9]([N:11]1[CH2:15][C@H:14]([O:16][S:17]([CH3:20])(=[O:19])=[O:18])[CH2:13][C@H:12]1[CH2:21][O:22][CH2:23][C:24](=[O:30])[CH2:25][C:26]([O:28][CH3:29])=[O:27])=[O:10])[C:2]1[CH:7]=[CH:6][CH:5]=[CH:4][CH:3]=1.[BH4-].[Na+].[CH3:33]C(C)=O>C(O)C>[CH2:1]([O:8][C:9]([N:11]1[CH2:15][C@H:14]([O:16][S:17]([CH3:20])(=[O:19])=[O:18])[CH2:13][C@H:12]1[CH2:21][O:22][CH2:23][CH:24]([OH:30])[CH2:25][C:26]([O:28][CH2:29][CH3:33])=[O:27])=[O:10])[C:2]1[CH:3]=[CH:4][CH:5]=[CH:6][CH:7]=1 |f:1.2|. Reported procedure: To a solution of (2S,4R)-1-benzyloxycarbonyl-2-[{3-(methoxycarbonyl)-2-oxopropyl}oxymethyl]-4-methanesulfonyloxypyrrolidine (7 g) in ethanol (80 ml) was added by portions sodium borohydride (1.2 g) at 0° C. After 6 hours, to the reaction mixture was carefully added dropwise acetone (30 ml) at 0° C. and then the solvent was evaporated in vacuo. To the resultant residue were added ethyl acetate (100 ml) and water (50 ml). The organic layer was separated, washed with brine (50 ml) and dried over ma... The reactants are C(C1=CC=CC=C1)(=O)NC(=S)NCCN1CCOCC1 (N-benzoyl-N'-(morpholinoethyl)thiourea), solution, [OH-].[Na+] (sodium hydroxide), BrC1C(C2=CC=CC=C2CC1)=O (2-bromo-1,2,3,4-tetrahydronaphthalen-1-one), Cl (hydrochloric acid). Solvent: C(C)O (ethanol). The product is Cl.Cl.O1CCN(CC1)CCNC=1SC2=C(N1)C1=CC=CC=C1CC2 (2-(2-Morpholinoethylamino)-4,5-dihydronaphtho[1,2-d]thiazole dihydrochloride). RXN SMILES: [C:1]([NH:9][C:10]([NH:12][CH2:13][CH2:14][N:15]1[CH2:20][CH2:19][O:18][CH2:17][CH2:16]1)=[S:11])(=O)[C:2]1[CH:7]=[CH:6][CH:5]=[CH:4][CH:3]=1.[OH-].[Na+].[ClH:23].Br[CH:25]1[CH2:34]CC2C(=CC=CC=2)[C:26]1=O>C(O)C>[ClH:23].[ClH:23].[O:18]1[CH2:19][CH2:20][N:15]([CH2:14][CH2:13][NH:12][C:10]2[S:11][C:26]3[CH2:25][CH2:34][C:7]4[C:2](=[CH:3][CH:4]=[CH:5][CH:6]=4)[C:1]=3[N:9]=2)[CH2:16][CH2:17]1 |f:1.2,6.7.8|. Procedure details: 3.66 g of N-benzoyl-N'-(morpholinoethyl)thiourea are refluxed in 17.5 ml of a 2.5N solution of sodium hydroxide under a nitrogen atmosphere for 15 minutes. After cooling, concentrated hydrochloric acid is added until the pH is 7. A solution of 3 g of 2-bromo-1,2,3,4-tetrahydronaphthalen-1-one in 20 ml of ethanol is added and the mixture is refluxed for 1 hour. After evaporation of the solvent, the residue is neutralized by the addition of sodium bicarbonate and extraction is carried out twice wi... Starting materials: CC1(C)C(=O)N(Br)C(=O)N1Br, COC(C)=O, COC(=O)c1cc(C)ccc1[N+](=O)[O-], CCCCCCC, CC(C)(C#N)N=NC(C)(C)C#N. The product is COC(=O)c1cc(CBr)ccc1[N+](=O)[O-]. As a reaction SMILES: [Br:15][N:16]1[C:17]([CH3:18])([CH3:19])[C:20](=[O:21])[N:22]([Br:23])[C:24]1=[O:25].[C:45]([O:46][CH3:47])(=[O:48])[CH3:49].[CH3:1][O:2][C:3]([c:4]1[c:5]([N+:11](=[O:12])[O-:13])[cH:6][cH:7][c:8]([CH3:10])[cH:9]1)=[O:14].[CH3:38][CH2:39][CH2:40][CH2:41][CH2:42][CH2:43][CH3:44].[N:26]([C:27]([CH3:28])([CH3:29])[C:30]#[N:31])=[N:32][C:33]([CH3:34])([CH3:35])[C:36]#[N:37]>>[CH3:1][O:2][C:3]([c:4]1[c:5]([N+:11](=[O:12])[O-:13])[cH:6][cH:7][c:8]([CH2:10][Br:15])[cH:9]1)=[O:14]. Reactants: [BH4-], COCCOC, CO, CS(C)=O, CC(C)[O-], CC(C)[O-], CC(C)[O-], CC(C)[O-], O=C1CC2CCC(C1)C2, ClCCl, O=C1Nc2ccccc2C2(CCNCC2)O1, [Na+], [Na+], [OH-], [Ti+4]. Yields the product O=C1Nc2ccccc2C2(CCN(C3CC4CCC(C4)C3)CC2)O1. As a reaction SMILES: [BH4-:26].[CH2:56]([CH2:57][O:58][CH3:59])[O:60][CH3:61].[CH3:30][OH:31].[CH3:32][S:33]([CH3:34])=[O:35].[CH3:36][CH:37]([CH3:38])[O-:39].[CH3:40][CH:41]([CH3:42])[O-:43].[CH3:44][CH:45]([CH3:46])[O-:47].[CH3:48][CH:49]([CH3:50])[O-:51].[CH:1]12[CH2:2][C:3](=[O:9])[CH2:4][CH:5]([CH2:6][CH2:7]1)[CH2:8]2.[Cl:53][CH2:54][Cl:55].[NH:10]1[CH2:11][CH2:12][C:13]2([c:14]3[c:15]([cH:20][cH:21][cH:22][cH:23]3)[NH:16][C:17](=[O:19])[O:18]2)[CH2:24][CH2:25]1.[Na+:27].[Na+:29].[OH-:28].[Ti+4:52]>>[CH:1]12[CH2:2][CH:3]([N:10]3[CH2:11][CH2:12][C:13]4([c:14]5[c:15]([cH:20][cH:21][cH:22][cH:23]5)[NH:16][C:17](=[O:19])[O:18]4)[CH2:24][CH2:25]3)[CH2:4][CH:5]([CH2:6][CH2:7]1)[CH2:8]2.